Dataset: the Open Reaction Database (ORD), a public repository of structured organic reaction records. Task: describe an organic reaction: reactants, conditions, products, and yield The reactants are OC1=NC(=C(C=C1Cl)F)N1C(N(C(=CC1=O)C(F)(F)F)C)=O (1-(2-hydroxy-3-chloro-5-fluoropyridine-6-yl)-3-methyl-4-trifluoromethylpyrimidine-2,6-dione), ClC1=NC(=C(C=C1O)F)N1C(N(C(=CC1=O)C(F)(F)F)C)=O (1-(2-chloro-3-hydroxy-5-fluoropyridine-6-yl)-3-methyl-4-trifluoromethylpyrimidine-2,6-dione), C(C#C)Br (propargyl bromide), ethyl acetate ice water, Cl (hydrochloric acid), C1COCCOCCOCCOCCOCCO1 (18-crown-6), mixture, C([O-])([O-])=O.[K+].[K+] (potassium carbonate). The solvent is C(C)#N (acetonitrile). Product: C(C#C)OC1=NC(=C(C=C1Cl)F)N1C(N(C(=CC1=O)C(F)(F)F)C)=O (1-(2-propargyloxy-3-chloro-5-fluoropyridine-6-yl)-3-methyl-4-trifluoromethylpyrimidine-2,6-dione), ClC1=NC(=C(C=C1OCC#C)F)N1C(N(C(=CC1=O)C(F)(F)F)C)=O (1-(2-chloro-3-propargyloxy-5-fluoropyridine-6-yl)-3-methyl-4-trifluoromethyl-pyrimidine-2,6-dione), 1-(1-propargyloxy-3-chloro-5-fluoro-2-pyridon-6-yl)-3-methyl-4-trifluoromethylpyrimidine-2,6-dione. RXN SMILES: [OH:1][C:2]1[C:7]([Cl:8])=[CH:6][C:5]([F:9])=[C:4]([N:10]2[C:15](=[O:16])[CH:14]=[C:13]([C:17]([F:20])([F:19])[F:18])[N:12]([CH3:21])[C:11]2=[O:22])[N:3]=1.[Cl:23][C:24]1[C:29]([OH:30])=[CH:28][C:27]([F:31])=[C:26]([N:32]2[C:37](=[O:38])[CH:36]=[C:35]([C:39]([F:42])([F:41])[F:40])[N:34]([CH3:43])[C:33]2=[O:44])[N:25]=1.C(=O)([O-])[O-].[K+].[K+].C1OCCOCCOCCOCCOCCOC1.[CH2:69](Br)[C:70]#[CH:71].Cl>C(#N)C>[CH2:28]([O:1][C:2]1[C:7]([Cl:8])=[CH:6][C:5]([F:9])=[C:4]([N:10]2[C:15](=[O:16])[CH:14]=[C:13]([C:17]([F:20])([F:19])[F:18])[N:12]([CH3:21])[C:11]2=[O:22])[N:3]=1)[C:27]#[CH:26].[Cl:23][C:24]1[C:29]([O:30][CH2:71][C:70]#[CH:69])=[CH:28][C:27]([F:31])=[C:26]([N:32]2[C:37](=[O:38])[CH:36]=[C:35]([C:39]([F:42])([F:40])[F:41])[N:34]([CH3:43])[C:33]2=[O:44])[N:25]=1 |f:2.3.4|. Reported procedure: A suspension of 10.2 g of a mixture of 1-(2-hydroxy-3-chloro-5-fluoropyridine-6-yl)-3-methyl-4-trifluoromethylpyrimidine-2,6-dione and 1-(2-chloro-3-hydroxy-5-fluoropyridine-6-yl)-3-methyl-4-trifluoromethylpyrimidine-2,6-dione (Example H5), 7.5 g of potassium carbonate and 0.08 g of 18-crown-6 in 180 ml of acetonitrile is treated dropwise with 4.5 ml of propargyl bromide and subsequently heated overnight at 65° C. The mixture is then concentrated by evaporation in vacuo, the residue obtained is ... Starting materials: ClC=1C(=C(C=C2C(=CC(OC12)(C)C)C(C)C)C(=C(C(=O)OCC)F)C)OC (ethyl 3-(8-chloro-4-isopropyl-7-methoxy-2,2-dimethyl-2H-chromen-6-yl)-2-fluoro-but-2-enoate), ClC=1C(=C(C=C2C(=CC(OC12)(C)C)C(C)C)/C(=C(\C(=O)OCC)/F)/C)OC (Ethyl (2E)-3-(8-chloro-4-isopropyl-7-methoxy-2,2-dimethyl-2H-chromen-6-yl)-2-fluoro-but-2-enoate), [H-].C(C(C)C)[Al+]CC(C)C (diisobutylaluminum hydride). Product: ClC=1C(=C(C=C2C(=CC(OC12)(C)C)C(C)C)/C(=C(\CO)/F)/C)OC ((2E)-3-(8-Chloro-4-isopropyl-7-methoxy-2,2-dimethyl-2H-chromen-6-yl)-2-fluoro-but-2-en-1-ol). As a reaction SMILES: [Cl:1][C:2]1[C:3]([O:26][CH3:27])=[C:4]([C:17]([CH3:25])=[C:18]([F:24])[C:19](OCC)=[O:20])[CH:5]=[C:6]2[C:11]=1[O:10][C:9]([CH3:13])([CH3:12])[CH:8]=[C:7]2[CH:14]([CH3:16])[CH3:15].ClC1C(OC)=C(/C(/C)=C(/F)\C(OCC)=O)C=C2C=1OC(C)(C)C=C2C(C)C.[H-].C([Al+]CC(C)C)C(C)C>>[Cl:1][C:2]1[C:3]([O:26][CH3:27])=[C:4](/[C:17](/[CH3:25])=[C:18](/[F:24])\[CH2:19][OH:20])[CH:5]=[C:6]2[C:11]=1[O:10][C:9]([CH3:12])([CH3:13])[CH:8]=[C:7]2[CH:14]([CH3:16])[CH3:15] |f:2.3|. Reported procedure: Following General Procedure L, ethyl 3-(8-chloro-4-isopropyl-7-methoxy-2,2-dimethyl-2H-chromen-6-yl)-2-fluoro-but-2-enoate (Compound 146, 110 mg, 0.28 mmol) and diisobutylaluminum hydride (1 M in hexanes, 1.1 mL, 1.1 mmol) were reacted to give the title compound as a colorless oil after purification by flash chromatography (silica gel, 1:9 to 1:4 ethyl acetate/hexane). The reactants are BrCCBr, O=C([O-])[O-], CCC(C)=O, ClC(Cl)Cl, [K+], [K+], CC(=O)Nc1ccc(O)cc1. The product is CC(=O)Nc1ccc(OCCBr)cc1. RXN SMILES: [Br:12][CH2:13][CH2:14][Br:15].[C:16](=[O:17])([O-:18])[O-:19].[CH3:22][C:23]([CH2:24][CH3:25])=[O:26].[CH:27]([Cl:28])([Cl:29])[Cl:30].[K+:20].[K+:21].[OH:1][c:2]1[cH:3][cH:4][c:5]([NH:8][C:9]([CH3:10])=[O:11])[cH:6][cH:7]1>>[O:1]([c:2]1[cH:3][cH:4][c:5]([NH:8][C:9]([CH3:10])=[O:11])[cH:6][cH:7]1)[CH2:14][CH2:13][Br:12]. Reactants: COC(=O)c1nc(Br)c2cccnc2c1OCc1ccccc1, CCOC(C)=O, CCN(C(C)C)C(C)C, CC(C)(C)OC(=O)NCCCCCCN, O. Reaction SMILES: [CH2:1]([c:2]1[cH:3][cH:4][cH:5][cH:6][cH:7]1)[O:8][c:9]1[c:10]([C:20](=[O:21])[O:22][CH3:23])[n:11][c:12]([Br:19])[c:13]2[cH:14][cH:15][cH:16][n:17][c:18]12.[CH3:49][CH2:50][O:51][C:52](=[O:53])[CH3:54].[CH:24]([N:25]([CH2:26][CH3:27])[CH:28]([CH3:29])[CH3:30])([CH3:31])[CH3:32].[NH2:33][CH2:34][CH2:35][CH2:36][CH2:37][CH2:38][CH2:39][NH:40][C:41]([O:42][C:43]([CH3:44])([CH3:45])[CH3:46])=[O:47].[OH2:48]>>[CH2:1]([c:2]1[cH:3][cH:4][cH:5][cH:6][cH:7]1)[O:8][c:9]1[c:10]([C:20](=[O:21])[O:22][CH3:23])[n:11][c:12]([NH:33][CH2:34][CH2:35][CH2:36][CH2:37][CH2:38][CH2:39][NH:40][C:41]([O:42][C:43]([CH3:44])([CH3:45])[CH3:46])=[O:47])[c:13]2[cH:14][cH:15][cH:16][n:17][c:18]12. Product: COC(=O)c1nc(NCCCCCCNC(=O)OC(C)(C)C)c2cccnc2c1OCc1ccccc1. Reactants: ClC=1C=CC2=C(C1)OC(C1=CN=C(C=C12)NC(C)=O)C (N-(8-chloro-5-methyl-5H-chromeno[3,4-c]pyridin-2-yl)acetamide), [H-].[Na+] (NaH), COC1=CC=C(CCl)C=C1 (4-Methoxybenzyl chloride). Solvent: CN(C)C=O (DMF). Conditions: time 10 minute. The product is ClC=1C=CC2=C(C1)OC(C1=CN=C(C=C12)N(CC1=CC=C(C=C1)OC)CC1=CC=C(C=C1)OC)C (8-chloro-N,N-bis(4-methoxybenzyl)-5-methyl-5H-chromeno[3,4-c]pyridin-2-amine). Yield: 46.2%. As a reaction SMILES: [Cl:1][C:2]1[CH:3]=[CH:4][C:5]2[C:15]3[C:10](=[CH:11][N:12]=[C:13]([NH:16][C:17](=O)[CH3:18])[CH:14]=3)[CH:9]([CH3:20])[O:8][C:6]=2[CH:7]=1.[H-].[Na+].[CH3:23][O:24][C:25]1[CH:32]=[CH:31][C:28]([CH2:29]Cl)=[CH:27][CH:26]=1>CN(C=O)C>[Cl:1][C:2]1[CH:3]=[CH:4][C:5]2[C:15]3[C:10](=[CH:11][N:12]=[C:13]([N:16]([CH2:29][C:28]4[CH:31]=[CH:32][C:25]([O:24][CH3:23])=[CH:26][CH:27]=4)[CH2:17][C:18]4[CH:2]=[CH:7][C:6]([O:8][CH3:9])=[CH:5][CH:4]=4)[CH:14]=3)[CH:9]([CH3:20])[O:8][C:6]=2[CH:7]=1 |f:1.2|. Procedure: To a stirred solution of N-(8-chloro-5-methyl-5H-chromeno[3,4-c]pyridin-2-yl)acetamide (250 mg, 0.866 mmol) in DMF (25 mL) was added NaH (62.3 mg, 2.60 mmol) at room temperature and stirred for 10 min. 4-Methoxybenzyl chloride (0.236 mL, 1.732 mmol) was added dropwise and stirred at room temperature overnight. The reaction was quenched with ice and extracted with ethyl acetate (25 mL). The organic layer was separated, washed with water (25 mL), brine (25 mL), dried over sodium sulphate and conce... Reactants: CC(C)(C)[Si](Cl)(c1ccccc1)c1ccccc1, COC(=O)Cc1cc(O)cc(O)c1, C1CCOC1, c1c[nH]cn1. The product is COC(=O)Cc1cc(O)cc(O[Si](c2ccccc2)(c2ccccc2)C(C)(C)C)c1. RXN SMILES: [C:19]([CH3:20])([CH3:21])([CH3:22])[Si:23]([c:24]1[cH:25][cH:26][cH:27][cH:28][cH:29]1)([c:30]1[cH:31][cH:32][cH:33][cH:34][cH:35]1)[Cl:36].[CH3:6][O:7][C:8]([CH2:9][c:10]1[cH:11][c:12]([OH:17])[cH:13][c:14]([OH:16])[cH:15]1)=[O:18].[O:37]1[CH2:38][CH2:39][CH2:40][CH2:41]1.[nH:1]1[cH:2][cH:3][n:4][cH:5]1>>[CH3:6][O:7][C:8]([CH2:9][c:10]1[cH:11][c:12]([O:17][Si:23]([C:19]([CH3:20])([CH3:21])[CH3:22])([c:24]2[cH:25][cH:26][cH:27][cH:28][cH:29]2)[c:30]2[cH:31][cH:32][cH:33][cH:34][cH:35]2)[cH:13][c:14]([OH:16])[cH:15]1)=[O:18].